Dataset: the Open Reaction Database (ORD), a public repository of structured organic reaction records. Task: describe an organic reaction: reactants, conditions, products, and yield The reactants are N1C=NC=C1 (1H-imidazole), Cl.FC1=CN=C(S1)N (5-fluorothiazol-2-amine hydrochloride), S(=O)(=O)(Cl)Cl (sulfuryl chloride). Solvent: CCCCCCC (heptane), C(Cl)Cl (DCM). Reaction conditions: time 10 minute. Product: FC1=CN=C(S1)NS(=O)(=O)N1C=NC=C1 (N-(5-Fluorothiazol-2-yl)-1H-imidazole-1-sulfonamide). RXN SMILES: [NH:1]1[CH:5]=[CH:4][N:3]=[CH:2]1.Cl.[F:7][C:8]1[S:12][C:11]([NH2:13])=[N:10][CH:9]=1.[S:14](Cl)(Cl)(=[O:16])=[O:15]>C(Cl)Cl.CCCCCCC>[F:7][C:8]1[S:12][C:11]([NH:13][S:14]([N:1]2[CH:5]=[CH:4][N:3]=[CH:2]2)(=[O:16])=[O:15])=[N:10][CH:9]=1 |f:1.2|. Procedure details: A solution of 1H-imidazole (6.17 g, 91 mmol) and 5-fluorothiazol-2-amine hydrochloride (Milestone Pharmatech, Brunswick, N.J., 3.50 g, 22.64 mmol) in 100 mL DCM was cooled to −78° C. sulfuryl chloride (1.841 ml, 22.64 mmol) was added, and the reaction mixture was allowed to stir for 10 minutes. The reaction mixture was then transferred to a 0° C. cooling bath, and was allowed to stir for an additional hour. LC/MS showed mostly product, so the reaction mixture was diluted with a small amount of h... Yields the product C1(=CC=CC=C1)C1=COC2=C1C=CC(=C2CCC)OCCC=2OC1=C(C2)C=C(C=C1)CC(=O)O (2-(2-(3-Phenyl-7-propylbenzofuran-6-yloxy)ethyl)-benzofuran-5-acetic Acid). Reactants: OCCC=1OC2=C(C1)C=C(C=C2)CC(=O)OC (methyl 2-(2-hydroxyethyl)benzofuran-5-acetate), C1(=CC=CC=C1)C1=COC2=C1C=CC(=C2CCC)O (3-phenyl-6-hydroxy-7-propylbenzofuran). RXN SMILES: [OH:1][CH2:2][CH2:3][C:4]1[O:5][C:6]2[CH:12]=[CH:11][C:10]([CH2:13][C:14]([O:16]C)=[O:15])=[CH:9][C:7]=2[CH:8]=1.[C:18]1([C:24]2[C:28]3[CH:29]=[CH:30][C:31](O)=[C:32]([CH2:33][CH2:34][CH3:35])[C:27]=3[O:26][CH:25]=2)[CH:23]=[CH:22][CH:21]=[CH:20][CH:19]=1>>[C:18]1([C:24]2[C:28]3[CH:29]=[CH:30][C:31]([O:1][CH2:2][CH2:3][C:4]4[O:5][C:6]5[CH:12]=[CH:11][C:10]([CH2:13][C:14]([OH:16])=[O:15])=[CH:9][C:7]=5[CH:8]=4)=[C:32]([CH2:33][CH2:34][CH3:35])[C:27]=3[O:26][CH:25]=2)[CH:19]=[CH:20][CH:21]=[CH:22][CH:23]=1. Reported procedure: Using the procedure from Example 1, steps F and G, the title compound was prepared from methyl 2-(2-hydroxyethyl)benzofuran-5-acetate and 3-phenyl-6-hydroxy-7-propylbenzofuran as a colorless oil. Starting materials: CCn1cnc(C2OC(OC(=O)c3ccccc3)C(OC(=O)c3ccccc3)C2OC(=O)c2ccccc2)n1, CCn1cnc(C2OC(OC(=O)c3ccccc3)C(OC(=O)c3ccccc3)C2OC(=O)c2ccccc2)n1, Cl, CC(C)CS(=O)(=O)NCc1nc(NCC(c2ccccc2)c2ccccc2)c2nc[nH]c2n1. The product is CCn1cnc(C2OC(n3cnc4c(NCC(c5ccccc5)c5ccccc5)nc(CNS(=O)(=O)CC(C)C)nc43)C(OC(=O)c3ccccc3)C2OC(=O)c2ccccc2)n1. As a reaction SMILES: [C:35]([O:36][CH:44]1[O:45][CH:46]([c:67]2[n:68][n:69]([CH2:72][CH3:73])[cH:70][n:71]2)[CH:47]([O:58][C:59]([c:60]2[cH:61][cH:62][cH:63][cH:64][cH:65]2)=[O:66])[CH:48]1[O:49][C:50]([c:51]1[cH:52][cH:53][cH:54][cH:55][cH:56]1)=[O:57])(=[O:37])[c:38]1[cH:39][cH:40][cH:41][cH:42][cH:43]1.[C:74]([O:75][CH:76]1[CH:77]([O:78][C:79](=[O:80])[c:81]2[cH:82][cH:83][cH:84][cH:85][cH:86]2)[CH:87]([O:88][C:89](=[O:90])[c:91]2[cH:92][cH:93][cH:94][cH:95][cH:96]2)[CH:97]([c:98]2[n:99][cH:100][n:101]([CH2:102][CH3:103])[n:104]2)[O:105]1)(=[O:106])[c:107]1[cH:108][cH:109][cH:110][cH:111][cH:112]1.[ClH:1].[c:2]1([CH:8]([CH2:9][NH:10][c:11]2[c:12]3[n:13][cH:14][nH:15][c:16]3[n:17][c:18]([CH2:20][NH:21][S:22](=[O:23])(=[O:24])[CH2:25][CH:26]([CH3:27])[CH3:28])[n:19]2)[c:29]2[cH:30][cH:31][cH:32][cH:33][cH:34]2)[cH:3][cH:4][cH:5][cH:6][cH:7]1>>[c:2]1([CH:8]([CH2:9][NH:10][c:11]2[c:12]3[n:13][cH:14][n:15]([CH:44]4[O:45][CH:46]([c:67]5[n:68][n:69]([CH2:72][CH3:73])[cH:70][n:71]5)[CH:47]([O:58][C:59]([c:60]5[cH:61][cH:62][cH:63][cH:64][cH:65]5)=[O:66])[CH:48]4[O:49][C:50]([c:51]4[cH:52][cH:53][cH:54][cH:55][cH:56]4)=[O:57])[c:16]3[n:17][c:18]([CH2:20][NH:21][S:22](=[O:23])(=[O:24])[CH2:25][CH:26]([CH3:27])[CH3:28])[n:19]2)[c:29]2[cH:30][cH:31][cH:32][cH:33][cH:34]2)[cH:3][cH:4][cH:5][cH:6][cH:7]1. The reactants are C[Si](C)(C)Cl, COC(=O)C1=C(C)CCCC1(C)C, CCCCCC, Cl, [Li]CCCC, C1CCOC1. The product is C=C1CCCC(C)(C)C1C(=O)OC. Reaction SMILES: [CH3:19][Si:20]([Cl:21])([CH3:22])[CH3:23].[CH3:1][C:2]1=[C:3]([C:10](=[O:11])[O:12][CH3:13])[C:4]([CH3:8])([CH3:9])[CH2:5][CH2:6][CH2:7]1.[CH3:30][CH2:31][CH2:32][CH2:33][CH2:34][CH3:35].[ClH:24].[Li:14][CH2:15][CH2:16][CH2:17][CH3:18].[O:25]1[CH2:26][CH2:27][CH2:28][CH2:29]1>>[CH2:1]=[C:2]1[CH:3]([C:10](=[O:11])[O:12][CH3:13])[C:4]([CH3:8])([CH3:9])[CH2:5][CH2:6][CH2:7]1.